From a dataset of the Open Reaction Database (ORD), a public repository of structured organic reaction records. describe an organic reaction: reactants, conditions, products, and yield Starting materials: Cc1ccnc2c1CCCC2Sc1ccccc1, ClCCl, O=C(OO)c1cccc(Cl)c1. The product is Cc1ccnc2c1CCCC2S(=O)c1ccccc1. As a reaction SMILES: [CH3:1][c:2]1[cH:3][cH:4][n:5][c:6]2[c:11]1[CH2:10][CH2:9][CH2:8][CH:7]2[S:12][c:13]1[cH:14][cH:15][cH:16][cH:17][cH:18]1.[Cl:30][CH2:31][Cl:32].[OH:19][O:20][C:21]([c:22]1[cH:23][c:24]([Cl:25])[cH:26][cH:27][cH:28]1)=[O:29]>>[CH3:1][c:2]1[cH:3][cH:4][n:5][c:6]2[c:11]1[CH2:10][CH2:9][CH2:8][CH:7]2[S:12]([c:13]1[cH:14][cH:15][cH:16][cH:17][cH:18]1)=[O:19]. Reactants: C(#N)C=1C=CC(=C(C1)C(C=C(C)C)C1=[N+](C(=CC=C1)C)[O-])O (2-[1-(5-cyano-2-hydroxyphenyl)-3-methyl-2butenyl]-6-methylpyridine N-oxide), S(O)(O)(=O)=O (sulphuric acid), S(O)(O)(=O)=O (sulphuric acid). Solvent: ClCCl (dichloromethane). Conditions: time 30 minute. The product is C(#N)C=1C=CC2=C(C(CC(O2)(C)C)C2=[N+](C(=CC=C2)C)[O-])C1 (2-(6-cyano-3,4-dihydro-2,2-dimethyl-2H-1-benzopyran-4-yl)-6-methylpyridine N-oxide). Yield: 74.3%. RXN SMILES: [C:1]([C:3]1[CH:4]=[CH:5][C:6]([OH:22])=[C:7]([CH:9]([C:14]2[CH:19]=[CH:18][CH:17]=[C:16]([CH3:20])[N+:15]=2[O-:21])[CH:10]=[C:11]([CH3:13])[CH3:12])[CH:8]=1)#[N:2].S(=O)(=O)(O)O>ClCCl>[C:1]([C:3]1[CH:4]=[CH:5][C:6]2[O:22][C:11]([CH3:13])([CH3:12])[CH2:10][CH:9]([C:14]3[CH:19]=[CH:18][CH:17]=[C:16]([CH3:20])[N+:15]=3[O-:21])[C:7]=2[CH:8]=1)#[N:2]. Procedure details: 350 mg of 2-[1-(5-cyano-2-hydroxyphenyl)-3-methyl-2butenyl]-6-methylpyridine N-oxide in 15 ml of dichloromethane were stirred with 100 μl of concentrated sulphuric acid for 1 hour. A further 100 μl of concentrated sulphuric acid were added and stirring was continued for 30 minutes. The mixture was washed with water, dried over sodium sulphate and evaporated. The residue was chromatographed on silica gel using methanol/ethyl acetate (1:9) for the elution to give an oil which crystallized from die... Yields the product O=C(O)C1C(O)CCN1C(c1ccccc1)(c1ccccc1)c1ccccc1. As a reaction SMILES: [C:25]([c:26]1[cH:27][cH:28][cH:29][cH:30][cH:31]1)([c:32]1[cH:33][cH:34][cH:35][cH:36][cH:37]1)([c:38]1[cH:39][cH:40][cH:41][cH:42][cH:43]1)[Cl:44].[CH3:23][OH:24].[CH3:54][CH2:55][O:56][C:57]([CH3:58])=[O:59].[Cl:18][Si:19]([CH3:20])([CH3:21])[CH3:22].[Cl:51][CH2:52][Cl:53].[OH2:60].[OH:10][CH2:11][c:12]1[cH:13][cH:14][cH:15][cH:16][cH:17]1.[OH:1][CH:2]1[CH:3]([C:7](=[O:8])[OH:9])[NH:4][CH2:5][CH2:6]1.[cH:45]1[cH:46][cH:47][cH:48][cH:49][cH:50]1>>[OH:1][CH:2]1[CH:3]([C:7](=[O:8])[OH:9])[N:4]([C:25]([c:26]2[cH:27][cH:28][cH:29][cH:30][cH:31]2)([c:32]2[cH:33][cH:34][cH:35][cH:36][cH:37]2)[c:38]2[cH:39][cH:40][cH:41][cH:42][cH:43]2)[CH2:5][CH2:6]1. The reactants are ClC(c1ccccc1)(c1ccccc1)c1ccccc1, CO, CCOC(C)=O, C[Si](C)(C)Cl, ClCCl, O, OCc1ccccc1, O=C(O)C1NCCC1O, c1ccccc1. Reactants: C(C)(C)O (isopropanol), O(C1=CC=CC=C1)C=1C(=NC=CC1)C#N (3-phenoxy-2-pyridinecarbonitrile), C(C)(=O)OO (peracetic acid). Solvent: C(C)(=O)O (acetic acid), C(C)(=O)O (acetic acid). Run at temperature 95 celsius. Yields the product O(C1=CC=CC=C1)C1=C([N+](=CC=C1)[O-])C#N (3-Phenoxy-2-pyridinecarbonitrile 1-oxide). As a reaction SMILES: [O:1]([C:8]1[C:9]([C:14]#[N:15])=[N:10][CH:11]=[CH:12][CH:13]=1)[C:2]1[CH:7]=[CH:6][CH:5]=[CH:4][CH:3]=1.C(OO)(=[O:18])C.C(O)(C)C>C(O)(=O)C>[O:1]([C:8]1[CH:13]=[CH:12][CH:11]=[N+:10]([O-:18])[C:9]=1[C:14]#[N:15])[C:2]1[CH:3]=[CH:4][CH:5]=[CH:6][CH:7]=1. Procedure details: A solution of 9.6 g of 3-phenoxy-2-pyridinecarbonitrile, [J. Med. Chem. 18, 1 (1975)] in 25 ml of glacial acetic acid is treated with 25 g of 40% peracetic acid in acetic acid. The mixture is heated at 95° C. for 16 hours. One hundred ml of isopropanol is added and the mixture is concentrated at reduced pressure. The residue is dissolved in 250 ml of dichloromethane and the organic layer is washed with excess dilute sodium hydroxide solution and is dried over anhydrous MgSO4.